This data is from the Open Reaction Database (ORD), a public repository of structured organic reaction records. The task is: describe an organic reaction: reactants, conditions, products, and yield Isolated yield 85.0%. Reported procedure: 10 ml of chlorosulfonic acid were dropwise added with 4.8 ml of 2,6-dichlorotoluene in two hours, under magnetic stirring at room temperature. After completion of the addition, the mixture was heated at 40° C. for two hours, thereby obtaining a purple solution, which was cooled and carefully poured into ice-water (0.5 l), stirring vigorously. The separated white solid was filtered, triturated, washed with water, dried over KOH and purified by washing with n-hexane, adding 200 ml of solvent under... Starting materials: ClC1=C(C(=CC=C1)Cl)C (2,6-dichlorotoluene), ClS(=O)(=O)O (chlorosulfonic acid), ice water. As a reaction SMILES: [Cl:1][C:2]1[CH:7]=[CH:6][CH:5]=[C:4]([Cl:8])[C:3]=1[CH3:9].[Cl:10][S:11](O)(=[O:13])=[O:12]>>[Cl:1][C:2]1[C:3]([CH3:9])=[C:4]([Cl:8])[CH:5]=[CH:6][C:7]=1[S:11]([Cl:10])(=[O:13])=[O:12]. The product is ClC1=C(C=CC(=C1C)Cl)S(=O)(=O)Cl (2,4-dichloro-3-methyl-benzenesulfonyl chloride). The reactants are C1(=CC=CC=C1)C=1N=CC(=NC1C1=CC=CC=C1)N1C(CCC1)CCCCOC1OCCCC1 ((±)-1-[1-(5,6-diphenylpyrazin-2-yl)pyrrolidin-2-yl]-4-(2-tetrahydropyranyloxy)butane), O.C1(=CC=C(C=C1)S(=O)(=O)O)C (p-toluenesulfonic acid monohydrate), C(O)([O-])=O.[Na+] (sodium hydrogen carbonate). Solvent: CO (methanol). Run at time 3 hour. Product: C1(=CC=CC=C1)C=1N=CC(=NC1C1=CC=CC=C1)N1C(CCC1)CCCCO ((±)-4-[1-(5,6-diphenylpyrazin-2-yl)pyrrolidin-2-yl]-1-butanol). Isolated yield 107.8%. As a reaction SMILES: [C:1]1([C:7]2[N:8]=[CH:9][C:10]([N:19]3[CH2:23][CH2:22][CH2:21][CH:20]3[CH2:24][CH2:25][CH2:26][CH2:27][O:28]C3CCCCO3)=[N:11][C:12]=2[C:13]2[CH:18]=[CH:17][CH:16]=[CH:15][CH:14]=2)[CH:6]=[CH:5][CH:4]=[CH:3][CH:2]=1.O.C1(C)C=CC(S(O)(=O)=O)=CC=1.C(=O)([O-])O.[Na+]>CO>[C:1]1([C:7]2[N:8]=[CH:9][C:10]([N:19]3[CH2:23][CH2:22][CH2:21][CH:20]3[CH2:24][CH2:25][CH2:26][CH2:27][OH:28])=[N:11][C:12]=2[C:13]2[CH:18]=[CH:17][CH:16]=[CH:15][CH:14]=2)[CH:2]=[CH:3][CH:4]=[CH:5][CH:6]=1 |f:1.2,3.4|. Procedure details: To a solution of 1.25 g of (±)-1-[1-(5,6-diphenylpyrazin-2-yl)pyrrolidin-2-yl]-4-(2-tetrahydropyranyloxy)butane in 13 ml of methanol, 0.52 g of p-toluenesulfonic acid monohydrate was added, followed by stirring at room temperature for 3 hours. The reaction solution was alkalified by adding an aqueous saturated sodium hydrogen carbonate solution, and then extracted with ethyl acetate. The extract was dried over anhydrous magnesium sulfate and the solvent was evaporated under reduced pressure to o... The reactants are NC=1SC=C(N1)/C(/C(=O)OC)=N/OC(C(C1N(CCNC1)C(C1=CC=CC=C1)(C1=CC=CC=C1)C1=CC=CC=C1)=O)(C)C ((Z)-2-Amino-α-[[1,1-dimethyl-2-oxo-2-(N-tritylpiperazinyl)ethoxy]imino]-4-thiazoleacetic acid, methyl ester), [OH-].[K+] (potassium hydroxide). The solvent is O (water), O (water), C(C)O (ethanol). Run at time 8 hour. Product: NC=1SC=C(N1)/C(/C(=O)O)=N/OC(C(C1N(CCNC1)C(C1=CC=CC=C1)(C1=CC=CC=C1)C1=CC=CC=C1)=O)(C)C ((Z)-2-Amino-α-[[1,1-dimethyl-2-oxo-2-(N-tritylpiperazinyl)ethoxy]imino]-4-thiazoleacetic acid). Isolated yield 43.4%. Reaction SMILES: [NH2:1][C:2]1[S:3][CH:4]=[C:5](/[C:7](=[N:12]/[O:13][C:14]([CH3:43])([CH3:42])[C:15](=[O:41])[CH:16]2[CH2:21][NH:20][CH2:19][CH2:18][N:17]2[C:22]([C:35]2[CH:40]=[CH:39][CH:38]=[CH:37][CH:36]=2)([C:29]2[CH:34]=[CH:33][CH:32]=[CH:31][CH:30]=2)[C:23]2[CH:28]=[CH:27][CH:26]=[CH:25][CH:24]=2)/[C:8]([O:10]C)=[O:9])[N:6]=1.[OH-].[K+]>C(O)C.O>[NH2:1][C:2]1[S:3][CH:4]=[C:5](/[C:7](=[N:12]/[O:13][C:14]([CH3:43])([CH3:42])[C:15](=[O:41])[CH:16]2[CH2:21][NH:20][CH2:19][CH2:18][N:17]2[C:22]([C:23]2[CH:24]=[CH:25][CH:26]=[CH:27][CH:28]=2)([C:35]2[CH:36]=[CH:37][CH:38]=[CH:39][CH:40]=2)[C:29]2[CH:34]=[CH:33][CH:32]=[CH:31][CH:30]=2)/[C:8]([OH:10])=[O:9])[N:6]=1 |f:1.2|. Procedure: (Z)-2-Amino-α-[[1,1-dimethyl-2-oxo-2-(N-tritylpiperazinyl)ethoxy]imino]-4-thiazoleacetic acid, methyl ester (4.03 g, 6.75 mmol) was suspended in a solution of 0.90 g of potassium hydroxide in ethanol (22.5 ml) and water (1.8 ml), and stirred overnight at room temperature. The reaction was then heated to 60° C. for 30 minutes. Upon cooling to room temperature, water (22.5 ml) was added, and the reaction mixture was filtered through Celite. The filtrate was then acidified to pH 3 with 1N hydrochlo...